From a dataset of the Open Reaction Database (ORD), a public repository of structured organic reaction records. describe an organic reaction: reactants, conditions, products, and yield The reactants are CS(=O)(=O)OCC1=C(SC=C1C1=CC=C(C=C1)Cl)C(F)(F)F ([4-(4-chlorophenyl)-2-(trifluoromethyl)thiophen-3-yl]methyl methanesulfonate), CC1=C(C=CC(=C1C)O)CCC(=O)OCC (ethyl 3-(2,3-dimethyl-4-hydroxyphenyl)propanoate), ClC1=CC=C(C=C1)C=1C(=C(SC1)C(F)(F)F)COC1=C(C(=C(C=C1)CCC(=O)OCC)C)C (ethyl 3-(4-((4-(4-chlorophenyl)-2-(trifluoromethyl)thiophen-3-yl)methoxy)-2,3-dimethylphenyl)propanoate). The product is ClC1=CC=C(C=C1)C=1C(=C(SC1)C(F)(F)F)COC1=C(C(=C(C=C1)CCC(=O)O)C)C (3-(4-((4-(4-chlorophenyl)-2-(trifluoromethyl)thiophen-3-yl)methoxy)-2,3-dimethylphenyl)propanoic acid). RXN SMILES: CS(OCC1C(C2C=CC(Cl)=CC=2)=CSC=1C(F)(F)F)(=O)=O.CC1C(C)=C(O)C=CC=1CCC(OCC)=O.[Cl:39][C:40]1[CH:45]=[CH:44][C:43]([C:46]2[C:47]([CH2:55][O:56][C:57]3[CH:62]=[CH:61][C:60]([CH2:63][CH2:64][C:65]([O:67]CC)=[O:66])=[C:59]([CH3:70])[C:58]=3[CH3:71])=[C:48]([C:51]([F:54])([F:53])[F:52])[S:49][CH:50]=2)=[CH:42][CH:41]=1>>[Cl:39][C:40]1[CH:45]=[CH:44][C:43]([C:46]2[C:47]([CH2:55][O:56][C:57]3[CH:62]=[CH:61][C:60]([CH2:63][CH2:64][C:65]([OH:67])=[O:66])=[C:59]([CH3:70])[C:58]=3[CH3:71])=[C:48]([C:51]([F:54])([F:52])[F:53])[S:49][CH:50]=2)=[CH:42][CH:41]=1. Reported procedure: The title compound was prepared according to the procedure described in Example 183 by coupling of [4-(4-chlorophenyl)-2-(trifluoromethyl)thiophen-3-yl]methyl methanesulfonate and ethyl 3-(2,3-dimethyl-4-hydroxyphenyl)propanoate followed by hydrolysis of ethyl 3-(4-((4-(4-chlorophenyl)-2-(trifluoromethyl)thiophen-3-yl)methoxy)-2,3-dimethylphenyl)propanoate to afford the desired product as an off-white solid. 1H NMR (400 MHz, CDCl3) δ 7.42 (s, 1H), 7.38 (m, 4H), 6.97 (d, J=6.5 Hz, 1H), 6.63 (d, J... Reactants: C1CCOC1, Cl, O, N#CC(Cc1ccc(F)cc1)N=C(c1ccccc1)c1ccccc1. Product: Cl, N#CC(N)Cc1ccc(F)cc1. Reaction SMILES: [CH2:28]1[O:29][CH2:30][CH2:31][CH2:32]1.[ClH:26].[OH2:27].[c:1]1([C:2]([c:3]2[cH:4][cH:5][cH:6][cH:7][cH:8]2)=[N:14][CH:15]([C:16]#[N:17])[CH2:18][c:19]2[cH:20][cH:21][c:22]([F:25])[cH:23][cH:24]2)[cH:9][cH:10][cH:11][cH:12][cH:13]1>>[ClH:26].[NH2:14][CH:15]([C:16]#[N:17])[CH2:18][c:19]1[cH:20][cH:21][c:22]([F:25])[cH:23][cH:24]1.